Dataset: the Open Reaction Database (ORD), a public repository of structured organic reaction records. Task: describe an organic reaction: reactants, conditions, products, and yield Reactants: O (water), ClCC1=CC=C(C=C1)CNC(C)=O (N-(4-chloromethylphenylmethyl)acetamide), Cl.Cl.N1=C(N=CC=C1)N1CCNCC1 (1-(2-pyrimidyl)piperazine dihydrochloride), C([O-])([O-])=O.[K+].[K+] (potassium carbonate). Run in CN(C=O)C (dimethylformamide). The product is N1=C(N=CC=C1)N1CCN(CC1)CC1=CC=C(C=C1)CNC(C)=O (N-(4-((4-(Pyrimidin-2-yl)piperazin-1-yl)methyl)phenylmethyl)acetamide). Yield: 97.2%. Reaction SMILES: Cl[CH2:2][C:3]1[CH:8]=[CH:7][C:6]([CH2:9][NH:10][C:11](=[O:13])[CH3:12])=[CH:5][CH:4]=1.Cl.Cl.[N:16]1[CH:21]=[CH:20][CH:19]=[N:18][C:17]=1[N:22]1[CH2:27][CH2:26][NH:25][CH2:24][CH2:23]1.C(=O)([O-])[O-].[K+].[K+].O>CN(C)C=O>[N:16]1[CH:21]=[CH:20][CH:19]=[N:18][C:17]=1[N:22]1[CH2:27][CH2:26][N:25]([CH2:2][C:3]2[CH:8]=[CH:7][C:6]([CH2:9][NH:10][C:11](=[O:13])[CH3:12])=[CH:5][CH:4]=2)[CH2:24][CH2:23]1 |f:1.2.3,4.5.6|. Procedure: A solution of N-(4-chloromethylphenylmethyl)acetamide (15.0 g), 1-(2-pyrimidyl)piperazine dihydrochloride (19.8 g) and potassium carbonate (42.0 g) in dimethylformamide (200 ml) was stirred at 80° C. for 8.5 hr. The reaction mixture was poured into water (500 ml) and extracted with ethyl acetate. The extract was washed with saturated brine and dried over anhydrous sodium sulfate. The solvent was evaporated to give a brown oil (24.0 g). The obtained brown oil was purified by silica gel column chr... The reactants are CON=C(C(=O)O)C1(C)OCCO1 (2-methoxyimino-3,3-ethylenedioxybutyric acid), C[Si](C)(C)CC(=O)N (Trimethylsilylacetamide), NC1[C@@H]2N(C(=C(CS2)CSC=2SC3=C(N2)C=CC=C3)C(=O)O)C1=O (7-amino-3-(benzothiazol-2-yl)thiomethyl-3-cephem-4-carboxylic acid), S(=O)(Cl)Cl (thionyl chloride), resultant mixture. The solvent is C(C)(=O)OCC (ethyl acetate), CO (methanol), C(C)(=O)OCC (ethyl acetate), C(C)(=O)OCC (ethyl acetate), CN(C=O)C (N,N-dimethylformamide), O (water). The product is CON=C(C(=O)NC1[C@@H]2N(C(=C(CS2)CSC=2SC3=C(N2)C=CC=C3)C(=O)O)C1=O)C1(C)OCCO1 (7-[2-methoxyimino-3,3-ethylenedioxybutyramido]-3-(benzothiazol-2-yl)thiomethyl-3-cephem-4-carboxylic acid). Yield: 67.1%. RXN SMILES: C[Si](CC(N)=O)(C)C.[NH2:9][CH:10]1[C:31](=[O:32])[N:12]2[C:13]([C:28]([OH:30])=[O:29])=[C:14]([CH2:17][S:18][C:19]3[S:20][C:21]4[CH:27]=[CH:26][CH:25]=[CH:24][C:22]=4[N:23]=3)[CH2:15][S:16][C@H:11]12.S(Cl)(Cl)=O.[CH3:37][O:38][N:39]=[C:40]([C:44]1([O:49][CH2:48][CH2:47][O:46]1)[CH3:45])[C:41](O)=[O:42]>C(OCC)(=O)C.O.CO.CN(C)C=O>[CH3:37][O:38][N:39]=[C:40]([C:44]1([O:46][CH2:47][CH2:48][O:49]1)[CH3:45])[C:41]([NH:9][CH:10]1[C:31](=[O:32])[N:12]2[C:13]([C:28]([OH:30])=[O:29])=[C:14]([CH2:17][S:18][C:19]3[S:20][C:21]4[CH:27]=[CH:26][CH:25]=[CH:24][C:22]=4[N:23]=3)[CH2:15][S:16][C@H:11]12)=[O:42]. Procedure: Trimethylsilylacetamide (6.57 g.) was added to a suspension of 7-amino-3-(benzothiazol-2-yl)thiomethyl-3-cephem-4-carboxylic acid (3.8 g.) in ethyl acetate (80 ml.), and stirred at room temperature for an hour. On the other hand, thionyl chloride (1.5 g.) was added to a stirred solution of N,N-dimethylformamide (0.92 g.) in ethyl acetate (10 ml.), and stirred under ice-cooling for 30 minutes. To the solution was added 2-methoxyimino-3,3-ethylenedioxybutyric acid (syn isomer, 2.27 g.) and stirred... The reactants are N(C(=N)N)C=1NC2=C(N1)C=CC=C2 (2-guanidinobenzimidazole), ClC1=NC=C(C=C1)C(C=CN(C)C)=O (1-(2-chloropyrid-5-yl)-3-dimethylamino-2-propen-1-one). Solvent: CC(C)O (propan-2-ol). Product: N1=C(NC2=C1C=CC=C2)NC2=NC=CC(=N2)C=2C=CC(=NC2)Cl (N-(2-Benzimidazolyl)-4-(2-chloropyrid-5-yl)-2-pyrimidineamine). Yield: 13.4%. Reaction SMILES: [NH:1]([C:5]1[NH:6][C:7]2[CH:13]=[CH:12][CH:11]=[CH:10][C:8]=2[N:9]=1)[C:2]([NH2:4])=[NH:3].[Cl:14][C:15]1[CH:20]=[CH:19][C:18]([C:21](=O)[CH:22]=[CH:23]N(C)C)=[CH:17][N:16]=1>CC(O)C>[N:9]1[C:8]2[CH:10]=[CH:11][CH:12]=[CH:13][C:7]=2[NH:6][C:5]=1[NH:1][C:2]1[N:4]=[C:21]([C:18]2[CH:19]=[CH:20][C:15]([Cl:14])=[N:16][CH:17]=2)[CH:22]=[CH:23][N:3]=1. Reported procedure: A solution of 2-guanidinobenzimidazole (0.83 g, 4.75 mmol) and 1-(2-chloropyrid-5-yl)-3-dimethylamino-2-propen-1-one (1.00 g, 4.75 mmol) in propan-2-ol (10 ml) was refluxed for 18 h. The solid which formed on cooling to room temperature was collected and washed with cold propan-2-ol to afford the title compound (205 mg) as a white solid m.p. 308-311°. δH (d6DMSO) 7.06 (2H, m), 7.45 (2H, m), 7.69 (1H, d, J 5.3 Hz), 7.74 (1H, d, J 8.4 Hz), 8.59 (1H, dd, J 2.5, 8.4 Hz), 8.75 (1H, d, J 5.2 Hz), 9.21... The solvent is O (water). Procedure details: Mixing lime with the water will result in the lime preferentially reacting with carbon dioxide and bicarbonates to cause calcium carbonate to precipitate as calcium carbonate particles. This ordinarily occurs at a pH of approximately 10 to approximately 10.3. Once the carbon dioxide demand has been met, the lime is free to react with calcium bicarbonate, for example, which further results in the precipitation of calcium carbonate particles. Calcium bicarbonate is typically the most common calciu... As a reaction SMILES: [C:1](=[O:4])([OH:3])[O-:2].[Ca+2:5].[C:6](=[O:9])([OH:8])[O-:7].[Ca].[Mg:11].C(=O)(O)[O-].[Mg+2].C(=O)(O)[O-]>O>[C:1](=[O:2])([O-:4])[O-:3].[Ca+2:5].[C:6](=[O:7])([O-:9])[O-:8].[Mg+2:11] |f:0.1.2,5.6.7,9.10,11.12|. Starting materials: [Ca] (calcium), [Mg] (Magnesium), C([O-])(O)=O.[Ca+2].C([O-])(O)=O (Calcium bicarbonate), [Ca] (calcium), C([O-])(O)=O.[Mg+2].C([O-])(O)=O (magnesium bicarbonate), lime. The product is C([O-])([O-])=O.[Ca+2] (calcium carbonate), C([O-])([O-])=O.[Mg+2] (magnesium carbonate). Starting materials: ClCCl, CC1(C)C(C=CC(=O)Cl)C1C(=O)OC(C#N)c1cccc(Oc2ccccc2)c1, CCC(C)(O)C(F)(F)F. The product is CCC(C)(OC(=O)C=CC1C(C(=O)OC(C#N)c2cccc(Oc3ccccc3)c2)C1(C)C)C(F)(F)F. Reaction SMILES: [CH2:39]([Cl:40])[Cl:41].[CH3:1][C:2]1([CH3:29])[CH:3]([C:10](=[O:11])[O:12][CH:13]([c:14]2[cH:15][c:16]([O:20][c:21]3[cH:22][cH:23][cH:24][cH:25][cH:26]3)[cH:17][cH:18][cH:19]2)[C:27]#[N:28])[CH:4]1[CH:5]=[CH:6][C:7](=[O:8])[Cl:9].[F:30][C:31]([C:32]([CH2:33][CH3:34])([OH:35])[CH3:36])([F:37])[F:38]>>[CH3:1][C:2]1([CH3:29])[CH:3]([C:10](=[O:11])[O:12][CH:13]([c:14]2[cH:15][c:16]([O:20][c:21]3[cH:22][cH:23][cH:24][cH:25][cH:26]3)[cH:17][cH:18][cH:19]2)[C:27]#[N:28])[CH:4]1[CH:5]=[CH:6][C:7](=[O:8])[O:35][C:32]([C:31]([F:30])([F:37])[F:38])([CH2:33][CH3:34])[CH3:36]. Starting materials: Cc1[nH]c(C(=O)NC2CCN(c3ncc(C(=O)O)s3)CC2)c(Cl)c1Cl, Cl, CON. Product: CONC(=O)c1cnc(N2CCC(NC(=O)c3[nH]c(C)c(Cl)c3Cl)CC2)s1. RXN SMILES: [Cl:1][c:2]1[c:3]([C:9](=[O:10])[NH:11][CH:12]2[CH2:13][CH2:14][N:15]([c:18]3[s:19][c:20]([C:23](=[O:24])[OH:25])[cH:21][n:22]3)[CH2:16][CH2:17]2)[nH:4][c:5]([CH3:8])[c:6]1[Cl:7].[ClH:26].[O:27]([CH3:28])[NH2:29]>>[Cl:1][c:2]1[c:3]([C:9](=[O:10])[NH:11][CH:12]2[CH2:13][CH2:14][N:15]([c:18]3[s:19][c:20]([C:23](=[O:25])[NH:29][O:27][CH3:28])[cH:21][n:22]3)[CH2:16][CH2:17]2)[nH:4][c:5]([CH3:8])[c:6]1[Cl:7]. Reactants: CC(C)(C)OC(=O)N1CCC(C(=O)Nc2ccc(-n3ccc4cc(-c5ccc(Cl)cc5)sc4c3=O)cc2)C1, ClCCl. The product is O=C(Nc1ccc(-n2ccc3cc(-c4ccc(Cl)cc4)sc3c2=O)cc1)C1CCNC1. RXN SMILES: [C:1]([O:2][C:3](=[O:4])[N:8]1[CH2:9][CH:10]([C:13]([NH:14][c:15]2[cH:16][cH:17][c:18](-[n:21]3[c:22](=[O:37])[c:23]4[c:24]([cH:25][cH:26]3)[cH:27][c:28](-[c:30]3[cH:31][cH:32][c:33]([Cl:36])[cH:34][cH:35]3)[s:29]4)[cH:19][cH:20]2)=[O:38])[CH2:11][CH2:12]1)([CH3:5])([CH3:6])[CH3:7].[Cl:39][CH2:40][Cl:41]>>[NH:8]1[CH2:9][CH:10]([C:13]([NH:14][c:15]2[cH:16][cH:17][c:18](-[n:21]3[c:22](=[O:37])[c:23]4[c:24]([cH:25][cH:26]3)[cH:27][c:28](-[c:30]3[cH:31][cH:32][c:33]([Cl:36])[cH:34][cH:35]3)[s:29]4)[cH:19][cH:20]2)=[O:38])[CH2:11][CH2:12]1. The reactants are CCN1CCc2ccc(N)cc2CC1, CC(C)O, CNC(=O)CCNc1nc(Cl)ncc1Cl, Cl, C1COCCO1. The product is CCN1CCc2ccc(Nc3ncc(Cl)c(NCCC(=O)NC)n3)cc2CC1. RXN SMILES: [CH2:16]([CH3:17])[N:18]1[CH2:19][CH2:20][c:21]2[c:22]([cH:25][c:26]([NH2:29])[cH:27][cH:28]2)[CH2:23][CH2:24]1.[CH:37]([OH:38])([CH3:39])[CH3:40].[Cl:1][c:2]1[n:3][cH:4][c:5]([Cl:15])[c:6]([NH:8][CH2:9][CH2:10][C:11](=[O:12])[NH:13][CH3:14])[n:7]1.[ClH:30].[O:31]1[CH2:32][CH2:33][O:34][CH2:35][CH2:36]1>>[c:2]1([NH:29][c:26]2[cH:25][c:22]3[c:21]([cH:28][cH:27]2)[CH2:20][CH2:19][N:18]([CH2:16][CH3:17])[CH2:24][CH2:23]3)[n:3][cH:4][c:5]([Cl:15])[c:6]([NH:8][CH2:9][CH2:10][C:11](=[O:12])[NH:13][CH3:14])[n:7]1. The reactants are C(C)(C)C=1C=C(C=CC1)O (3-isopropylphenol), BrN1C(CCC1=O)=O (N-bromosuccinimide), O (water), BrC1=C(C=C(C=C1)C(C)C)O (2-bromo-5-isopropylphenol). Solvent: C(=S)=S (carbon disulfide). Run at time 1 hour. Product: BrC1=C(C=CC=C1C(C)C)O (2-bromo-3-isopropylphenol). The yield is 69.7%. Reaction SMILES: [CH:1]([C:4]1[CH:5]=[C:6]([OH:10])[CH:7]=[CH:8][CH:9]=1)([CH3:3])[CH3:2].[Br:11]N1C(=O)CCC1=O.O.BrC1C=CC(C(C)C)=CC=1O>C(=S)=S>[Br:11][C:5]1[C:4]([CH:1]([CH3:3])[CH3:2])=[CH:9][CH:8]=[CH:7][C:6]=1[OH:10]. Procedure: To a solution of 3-isopropylphenol (10.0 g, 73.4 mmol) in carbon disulfide (200 mL) was slowly added N-bromosuccinimide (13.1 g, 73.4 mmol) with ice-cooling, and the mixture was stirred for 1 hour. The reaction solution was stirred at room temperature for 1 hour, and then water was added thereto, which was extracted with ethyl acetate. The combined organic layer was washed with water and a saturated brine, dried over anhydrous sodium sulfate, and then concentrated under reduced pressure. The obt... Product: O1C=C(C=C1)C1=CC=NC=2N1C=NC2C(=O)N (4-(3-furyl)imidazo[1,5-a]pyrimidine-8-carboxamide). As a reaction SMILES: CN(C)C=CC(C1C=COC=1)=[O:6].[O:13]1[CH:17]=[CH:16][C:15]([C:18]2[N:23]3[CH:24]=[N:25][C:26]([C:27]#[N:28])=[C:22]3[N:21]=[CH:20][CH:19]=2)=[CH:14]1>>[O:13]1[CH:17]=[CH:16][C:15]([C:18]2[N:23]3[CH:24]=[N:25][C:26]([C:27]([NH2:28])=[O:6])=[C:22]3[N:21]=[CH:20][CH:19]=2)=[CH:14]1. Reactants: CN(C=CC(=O)C1=COC=C1)C (3-Dimethylamino-1-(3-furyl)-2-propen-1-one), O1C=C(C=C1)C1=CC=NC=2N1C=NC2C#N (4-(3-furyl)imidazo[1,5-a]pyrimidine-8-carbonitrile). Procedure details: 3-Dimethylamino-1-(3-furyl)-2-propen-1-one (prepared as described in Example 4) can be substituted for 3-dimethylamino-1-(2-thienyl)-2-propen-1-one (prepared as described in Example 4) in the procedure of Example 6, to produce 4-(3-furyl)imidazo[1,5-a]pyrimidine-8-carboxamide.